describe an organic reaction: reactants, conditions, products, and yield From a dataset of the Open Reaction Database (ORD), a public repository of structured organic reaction records. Reactants: CN(C=O)C (dimethylformamide), C(C)(C)(C)OC(=O)C=P(C1=CC=CC=C1)(C1=CC=CC=C1)C1=CC=CC=C1 ((tert-butoxycarbonylmethylene)triphenyl-phosphorane), OC=1N=C2N(C(C1C=O)=O)C=CC(=C2)OCC=2SC=C(N2)C(C)C (2-Hydroxy-8-[(4-isopropyl-1,3-thiazol-2-yl)methoxy]-4-oxo-4H-pyrido[1,2-a]pyrimidin-3-carbaldehyde). The solvent is O1CCCC1 (tetrahydrofuran). Conditions: temperature 100 celsius. Product: OC=1N=C2N(C(C1/C=C/C(=O)OC(C)(C)C)=O)C=CC(=C2)OCC=2SC=C(N2)C(C)C (tert-Butyl (E)-3-{2-hydroxy-8-[(4-isopropyl-1,3-thiazol-2-yl)methoxy]-4-oxo-4H-pyrido[1,2-a]pyrimidin-3-yl}-2-propenoate). Isolated yield 62.4%. As a reaction SMILES: [OH:1][C:2]1[N:3]=[C:4]2[CH:14]=[C:13]([O:15][CH2:16][C:17]3[S:18][CH:19]=[C:20]([CH:22]([CH3:24])[CH3:23])[N:21]=3)[CH:12]=[CH:11][N:5]2[C:6](=[O:10])[C:7]=1[CH:8]=O.CN(C)C=O.[C:30]([O:34][C:35]([CH:37]=P(C1C=CC=CC=1)(C1C=CC=CC=1)C1C=CC=CC=1)=[O:36])([CH3:33])([CH3:32])[CH3:31]>O1CCCC1>[OH:1][C:2]1[N:3]=[C:4]2[CH:14]=[C:13]([O:15][CH2:16][C:17]3[S:18][CH:19]=[C:20]([CH:22]([CH3:24])[CH3:23])[N:21]=3)[CH:12]=[CH:11][N:5]2[C:6](=[O:10])[C:7]=1/[CH:8]=[CH:37]/[C:35]([O:34][C:30]([CH3:31])([CH3:32])[CH3:33])=[O:36]. Procedure: 2-Hydroxy-8-[(4-isopropyl-1,3-thiazol-2-yl)methoxy]-4-oxo-4H-pyrido[1,2-a]pyrimidin-3-carbaldehyde (45 mg, 0.13 mmol) dissolved in tetrahydrofuran (2 ml) and dimethylformamide (1 ml) was added with (tert-butoxycarbonylmethylene)triphenyl-phosphorane (60 mg, 0.16 mmol) and refluxed by heating at 100° C. for 2 hours. The reaction solution was returned to room temperature and concentrated under reduced pressure, and the residue was purified by thin layer silica gel chromatography (chloroform:methan...